Dataset: the Open Reaction Database (ORD), a public repository of structured organic reaction records. Task: describe an organic reaction: reactants, conditions, products, and yield Reactants: ClC=1NC(=C(C(N1)=NN)F)NCC=1N=CSC1 (2-Chloro-5-fluoro-6-[(1,3-thiazol-4-ylmethyl)amino]-4(1H)-pyrimidinone hydrazone), C1(CCCC1)C[C@@H](C(=O)O)CN(OC1OCCCC1)C=O ((2R)-3-cyclopentyl-2-{[formyl(tetrahydro-2H-pyran-2-yloxy)amino]methyl}propanoic acid), CN1CCOCC1 (NMM), C1=CC2=C(N=C1)N(N=N2)O (HOAt), C(CCl)Cl (EDC). Run in CN(C)C=O (DMF). Conditions: time 2 day. The product is ClC1=NC(=C(C(=N1)NNC([C@@H](CN(C=O)OC1OCCCC1)CC1CCCC1)=O)F)NCC=1N=CSC1 ([(2R)-3-(2-{2-chloro-5-fluoro-6-[(1,3-thiazol-4-ylmethyl)amino]-4-pyrimidinyl}hydrazino)-2-(cyclopentylmethyl)-3-oxopropyl](tetrahydro-2H-pyran-2-yloxy)formamide), solid. As a reaction SMILES: [Cl:1][C:2]1[NH:3][C:4]([NH:11][CH2:12][C:13]2[N:14]=[CH:15][S:16][CH:17]=2)=[C:5]([F:10])[C:6](=[N:8][NH2:9])[N:7]=1.[CH:18]1([CH2:23][C@H:24]([CH2:28][N:29]([CH:37]=[O:38])[O:30][CH:31]2[CH2:36][CH2:35][CH2:34][CH2:33][O:32]2)[C:25](O)=[O:26])[CH2:22][CH2:21][CH2:20][CH2:19]1.CN1CCOCC1.C1C=NC2N(O)N=NC=2C=1.C(Cl)CCl>CN(C=O)C>[Cl:1][C:2]1[N:7]=[C:6]([NH:8][NH:9][C:25](=[O:26])[C@H:24]([CH2:23][CH:18]2[CH2:19][CH2:20][CH2:21][CH2:22]2)[CH2:28][N:29]([O:30][CH:31]2[CH2:36][CH2:35][CH2:34][CH2:33][O:32]2)[CH:37]=[O:38])[C:5]([F:10])=[C:4]([NH:11][CH2:12][C:13]2[N:14]=[CH:15][S:16][CH:17]=2)[N:3]=1. Procedure: 2-Chloro-5-fluoro-6-[(1,3-thiazol-4-ylmethyl)amino]-4(1H)-pyrimidinone hydrazone (0.105 g) and (2R)-3-cyclopentyl-2-{[formyl(tetrahydro-2H-pyran-2-yloxy)amino]methyl}propanoic acid (0.182 g, 0.422 mmol) were dissolved in DMF (5 mL). NMM (0.21 mL, 1.91 mmol) was added, followed by HOAt (0.063 g, 0.463 mmol) and EDC (0.088 g, 0.459 mmol). After stirring for 2 days, the reaction mixture was purified by RP-HPLC to provide [(2R)-3-(2-{2-chloro-5-fluoro-6-[(1,3-thiazol-4-ylmethyl)amino]-4-pyrimidinyl}... The reactants are ClC1=CC=C2C=CC(=NC2=C1)COC=1C=C(C=CC1)[C@@H](CCC1=C(C=CC=C1)C(C)(C)OC1OCCCC1)O (1-(R)-(3-((7-chloro-2-quinolinyl)methoxy)phenyl)-3-(2-(2-(2-tetrahydropyranyloxy)-2-propyl)phenyl)propanol), SC(CC(=O)O)(C)C (3-mercapto-3-methylbutanoic acid). Product: ClC1=CC=C2C=CC(=NC2=C1)COC=1C=C(C=CC1)[C@@H](CCC1=C(C=CC=C1)C(C)(C)O)SC(CC(=O)O)(C)C (3-((1(R)-(3-((7-chloro-2-quinolinyl)methoxy)phenyl)-3-(2-(2-hydroxy-2-propyl)phenyl)-propyl)thio)-3-methylbutanoic acid). Reaction SMILES: [Cl:1][C:2]1[CH:11]=[C:10]2[C:5]([CH:6]=[CH:7][C:8]([CH2:12][O:13][C:14]3[CH:15]=[C:16]([C@H:20](O)[CH2:21][CH2:22][C:23]4[CH:28]=[CH:27][CH:26]=[CH:25][C:24]=4[C:29]([O:32]C4CCCCO4)([CH3:31])[CH3:30])[CH:17]=[CH:18][CH:19]=3)=[N:9]2)=[CH:4][CH:3]=1.[SH:40][C:41]([CH3:47])([CH3:46])[CH2:42][C:43]([OH:45])=[O:44]>>[Cl:1][C:2]1[CH:11]=[C:10]2[C:5]([CH:6]=[CH:7][C:8]([CH2:12][O:13][C:14]3[CH:15]=[C:16]([C@H:20]([S:40][C:41]([CH3:47])([CH3:46])[CH2:42][C:43]([OH:45])=[O:44])[CH2:21][CH2:22][C:23]4[CH:28]=[CH:27][CH:26]=[CH:25][C:24]=4[C:29]([OH:32])([CH3:30])[CH3:31])[CH:17]=[CH:18][CH:19]=3)=[N:9]2)=[CH:4][CH:3]=1. Reported procedure: The title compound was prepared using the enantiomer of the alcohol of Example 6, Step 8, and 3-mercapto-3-methylbutanoic acid, following Method J. The reactants are COC(OC)OC (trimethylorthoformate), O.C1(=CC=C(C=C1)S(=O)(=O)O)C (p-toluenesulfonic acid monohydrate), C1(=CC=CC=C1)C=1C=C(SC1)C(C)=O (1-(4-Phenylthiophen-2-yl)ethanone). Run in CO (MeOH). Reaction conditions: time 16 hour. Yields the product COC(C)(OC)C=1SC=CC1C1=CC=CC=C1 (2-(1,1-Dimethoxyethyl)-3-phenylthiophene). Reaction SMILES: [C:1]1([C:7]2[CH:8]=[C:9](C(=O)C)[S:10][CH:11]=2)[CH:6]=[CH:5][CH:4]=[CH:3][CH:2]=1.[CH3:15][O:16][CH:17](OC)[O:18][CH3:19].O.[C:23]1(C)C=CC(S(O)(=O)=O)=CC=1>CO>[CH3:15][O:16][C:17]([C:11]1[S:10][CH:9]=[CH:8][C:7]=1[C:1]1[CH:2]=[CH:3][CH:4]=[CH:5][CH:6]=1)([O:18][CH3:19])[CH3:23] |f:2.3|. Procedure details: 1-(4-Phenylthiophen-2-yl)ethanone (1.33 g, 6.57 mmol) was dissolved in MeOH and treated with trimethylorthoformate (1.44 mL, 13.2 mmol) and p-toluenesulfonic acid monohydrate (0.050 g). The resulting solution was stirred at ambient temperature for 16 h at which time the solution was partitioned between Et2O and saturated aqueous NaHCO3 solution. The organic phase was separated and washed with two portions of water and three portions of brine, then dried over Na2SO4 and concentrated in vacuo. The...